From a dataset of the Open Reaction Database (ORD), a public repository of structured organic reaction records. describe an organic reaction: reactants, conditions, products, and yield Starting materials: CC(C)(C)OC(=O)NC(=O)OC(C)(C)C (Di-tert-butyl iminodicarbonate), C(=O)([O-])[O-].[Cs+].[Cs+] (Cs2CO3), CC1=CC=C(C=C1)S(=O)(=O)OCCOCCOC1=CC(=C(C=C1)OCC1=CC=CC=C1)C(=O)NC=1C=NC=CC1 (2-{[2-({4-[(Phenylmethyl)oxy]-3-[(3-pyridinylamino)carbonyl]phenyl}oxy)ethyl]oxy}ethyl 4-methylbenzenesulfonate). Solvent: O (water), CN(C=O)C (N,N-dimethylformamide). Conditions: temperature 60 celsius. Yields the product C1(=CC=CC=C1)COC1=C(C=C(C=C1)OCCOCCN(C(=O)OC(C)(C)C)C(=O)OC(C)(C)C)C(=O)NC=1C=NC=CC1 (Bis(1,1-dimethylethyl) (2-{[2-({4-[(phenylmethyl)oxy]-3-[(3-pyridinylamino)carbonyl]phenyl}oxy)ethyl]oxy}ethyl)imidodicarbonate). Reaction SMILES: CC1C=CC(S(O[CH2:12][CH2:13][O:14][CH2:15][CH2:16][O:17][C:18]2[CH:23]=[CH:22][C:21]([O:24][CH2:25][C:26]3[CH:31]=[CH:30][CH:29]=[CH:28][CH:27]=3)=[C:20]([C:32]([NH:34][C:35]3[CH:36]=[N:37][CH:38]=[CH:39][CH:40]=3)=[O:33])[CH:19]=2)(=O)=O)=CC=1.[CH3:41][C:42]([O:45][C:46]([NH:48][C:49]([O:51][C:52]([CH3:55])([CH3:54])[CH3:53])=[O:50])=[O:47])([CH3:44])[CH3:43].C([O-])([O-])=O.[Cs+].[Cs+]>CN(C)C=O.O>[C:26]1([CH2:25][O:24][C:21]2[CH:22]=[CH:23][C:18]([O:17][CH2:16][CH2:15][O:14][CH2:13][CH2:12][N:48]([C:49]([O:51][C:52]([CH3:55])([CH3:54])[CH3:53])=[O:50])[C:46]([O:45][C:42]([CH3:41])([CH3:43])[CH3:44])=[O:47])=[CH:19][C:20]=2[C:32]([NH:34][C:35]2[CH:36]=[N:37][CH:38]=[CH:39][CH:40]=2)=[O:33])[CH:27]=[CH:28][CH:29]=[CH:30][CH:31]=1 |f:2.3.4|. Reported procedure: 2-{[2-({4-[(Phenylmethyl)oxy]-3-[(3-pyridinylamino)carbonyl]phenyl}oxy)ethyl]oxy}ethyl 4-methylbenzenesulfonate (may be prepared as described in Description 76; 500 mg, 0.89 mmol) was dissolved in N,N-dimethylformamide (10 ml). Di-tert-butyl iminodicarbonate (193 mg, 0.89 mmol) and Cs2CO3 (290 mg, 0.89 mmol) were added. The reaction mixture was heated at 60° C. for 3 h. After cooling to room temperature, the reaction mixture was diluted with water and extracted with ethyl acetate. The combined o... Reported procedure: The experimental protocol used is the same as that described for the synthesis of intermediate 1.10, using 1-(5-acetyl-10,11-dihydro-5H-dibenzo[b,f]azepin-3-yl)ethanone (J. Chem. Soc. 1973, 859-863) as starting product. A pale yellow solid is obtained with a yield of 62%. Melting point: 189-189.5° C. The yield is 62.0%. As a reaction SMILES: C1C2NC3C(=CC=CC=3)SC=2C=CC=1C(O)=[O:16].[C:18]([N:21]1[C:27]2[CH:28]=[CH:29][CH:30]=[CH:31][C:26]=2[CH2:25][CH2:24][C:23]2[CH:32]=[CH:33][C:34]([C:36](=[O:38])C)=[CH:35][C:22]1=2)(=[O:20])[CH3:19]>>[C:18]([N:21]1[C:27]2[CH:28]=[CH:29][CH:30]=[CH:31][C:26]=2[CH2:25][CH2:24][C:23]2[CH:32]=[CH:33][C:34]([C:36]([OH:16])=[O:38])=[CH:35][C:22]1=2)(=[O:20])[CH3:19]. The reactants are C1=C(C=CC=2SC3=CC=CC=C3NC12)C(=O)O (10H-phenothiazine-2-carboxylic acid), C(C)(=O)N1C2=C(CCC3=C1C=CC=C3)C=CC(=C2)C(C)=O (1-(5-acetyl-10,11-dihydro-5H-dibenzo[b,f]azepin-3-yl)ethanone). Product: C(C)(=O)N1C2=C(CCC3=C1C=CC=C3)C=CC(=C2)C(=O)O (5-acetyl-10,11-dihydro-5H-dibenzo[b,f]azepine-3-carboxylic acid). The reactants are [OH-].[K+] (KOH), C1CCOC1 (THF), C1CCOC1 (THF), CO (methanol). The solvent is O (water), O (water). Yields the product [OH-].[K+] (KOH), [OH-].[K+].C1CCOC1 (KOH THF). RXN SMILES: [OH-:1].[K+:2].CO.[CH2:5]1[CH2:9][O:8][CH2:7][CH2:6]1>O>[OH-:8].[K+:2].[OH-:1].[K+:2].[CH2:5]1[CH2:9][O:8][CH2:7][CH2:6]1 |f:0.1,5.6,7.8.9|. Reported procedure: The above-mentioned 1/10 N-KOH solution in THF is prepared as follows. First 1.5 g of KOH is dissolved in about 3 ml of water, and 200 ml of THF and 30 ml of water are added thereto, followed by stirring. After standing, a uniform clear solution is formed, if necessary, by adding a small amount of methanol if the solution is separated or by adding a small amount of water if the solution is turbid. Then, the factor of the 1/10 N-KOH-THF solution thus obtained is standardized by a 1/10 N-HCl stand... The reactants are CCOCC, ClCCl, [Na+], [OH-], Cc1ccc(N2CCN(C(=O)C3(CO)CCCC3)CC2)cc1. Product: Cc1ccc(N2CCN(C(=O)C3(C=O)CCCC3)CC2)cc1. RXN SMILES: [CH3:26][CH2:27][O:28][CH2:29][CH3:30].[Cl:23][CH2:24][Cl:25].[Na+:32].[OH-:31].[OH:1][CH2:2][C:3]1([C:8](=[O:9])[N:10]2[CH2:11][CH2:12][N:13]([c:16]3[cH:17][cH:18][c:19]([CH3:22])[cH:20][cH:21]3)[CH2:14][CH2:15]2)[CH2:4][CH2:5][CH2:6][CH2:7]1>>[O:1]=[CH:2][C:3]1([C:8](=[O:9])[N:10]2[CH2:11][CH2:12][N:13]([c:16]3[cH:17][cH:18][c:19]([CH3:22])[cH:20][cH:21]3)[CH2:14][CH2:15]2)[CH2:4][CH2:5][CH2:6][CH2:7]1.